The task is: describe an organic reaction: reactants, conditions, products, and yield. This data is from the Open Reaction Database (ORD), a public repository of structured organic reaction records. The reactants are potassium tert.butylate, CC1(C(NC(C2=CC=CC=C12)=O)=O)C (4,4-dimethyl-2H,4H-isoquinoline-1,3-dione), ClCCSC (1-chloro-2-methylmercapto-ethane). Reported procedure: 11.4 gm of potassium tert.butylate were added to a solution of 18 gm of 4,4-dimethyl-2H,4H-isoquinoline-1,3-dione in 70 ml of dimethylformamide, and the mixture was stirred for 5 minutes at room temperature. 11.1 gm of 1-chloro-2-methylmercapto-ethane were then added, and the mixture was heated at 80° C. for 2 hours. After distilling off the dimethylformamide in vacuo, the residue was taken up in chloroform and water. The organic phase was separated and evaporated, and the residue was purified o... Reaction conditions: time 5 minute. The product is CC1(C(N(C(C2=CC=CC=C12)=O)CCSC)=O)C (4,4-Dimethyl-2-(2-methylmercapto-ethyl)-2H,4H-isoquinoline-1,3-dione). Reaction SMILES: [CH3:1][C:2]1([CH3:14])[C:11]2[C:6](=[CH:7][CH:8]=[CH:9][CH:10]=2)[C:5](=[O:12])[NH:4][C:3]1=[O:13].Cl[CH2:16][CH2:17][S:18][CH3:19]>CN(C)C=O>[CH3:1][C:2]1([CH3:14])[C:11]2[C:6](=[CH:7][CH:8]=[CH:9][CH:10]=2)[C:5](=[O:12])[N:4]([CH2:16][CH2:17][S:18][CH3:19])[C:3]1=[O:13]. Run in CN(C=O)C (dimethylformamide). Reactants: Cl (hydrochloric acid), C(C)(C)(C)C1=CC=C(C=O)C=C1 (para-tert.-butylbenzaldehyde), N1CCCCC1 (piperidine), C(CC(=O)O)(=O)O (malonic acid). Solvent: N1=CC=CC=C1 (pyridine). Conditions: time 15 minute. The product is C(C)(C)(C)C1=CC=C(/C=C/C(=O)O)C=C1 (para-tert.-butyl-trans-cinnamic acid). Yield: 48051.9%. Reaction SMILES: [C:1](O)(=O)[CH2:2][C:3]([OH:5])=[O:4].[C:8]([C:12]1[CH:19]=[CH:18][C:15](C=O)=[CH:14][CH:13]=1)([CH3:11])([CH3:10])[CH3:9].N1CCCCC1.Cl>N1C=CC=CC=1>[C:8]([C:12]1[CH:19]=[CH:18][C:15](/[CH:1]=[CH:2]/[C:3]([OH:5])=[O:4])=[CH:14][CH:13]=1)([CH3:11])([CH3:10])[CH3:9]. Procedure: 19.20 g (0.185 mol) of malonic acid were dissolved in pyridine (33 ml) and stirred for 15 minutes at RT. 25.00 g (0.154 mmol) of para-tert.-butylbenzaldehyde and 1.50 ml (0.020 mol) of piperidine were then added. The reaction mixture was heated for 8 hours at 100° C., with stirring. After pouring the reaction solution into a mixture of concentrated hydrochloric acid and ice, stirring was continued for a further two hours at room temperature. The resulting precipitate was filtered out with suctio... As a reaction SMILES: [Br:32][CH2:33][CH2:34][CH:35]([CH3:36])[CH3:37].[CH3:39][N:40]([CH3:41])[CH:42]=[O:43].[H-:30].[NH2:1][c:2]1[c:3]([F:29])[c:4]([CH3:28])[c:5]([F:27])[c:6]2[c:7]1[c:8](=[O:26])[cH:9][c:10](-[c:12]1[cH:13][c:14]([F:25])[c:15]([NH:18][C:19]([C:20]([CH3:21])([CH3:22])[CH3:23])=[O:24])[cH:16][cH:17]1)[o:11]2.[Na+:31].[OH2:38]>>[NH:1]([c:2]1[c:3]([F:29])[c:4]([CH3:28])[c:5]([F:27])[c:6]2[c:7]1[c:8](=[O:26])[cH:9][c:10](-[c:12]1[cH:13][c:14]([F:25])[c:15]([NH:18][C:19]([C:20]([CH3:21])([CH3:22])[CH3:23])=[O:24])[cH:16][cH:17]1)[o:11]2)[CH2:33][CH2:34][CH:35]([CH3:36])[CH3:37]. Starting materials: CC(C)CCBr, CN(C)C=O, [H-], Cc1c(F)c(N)c2c(=O)cc(-c3ccc(NC(=O)C(C)(C)C)c(F)c3)oc2c1F, [Na+], O. The product is Cc1c(F)c(NCCC(C)C)c2c(=O)cc(-c3ccc(NC(=O)C(C)(C)C)c(F)c3)oc2c1F. Starting materials: N(=C=O)C=1C=C(C=CC1)S(=O)(=O)N=C=O (m-isocyanatobenzenesulfonyl isocyanate), NC1=NC(=CC(=N1)OC)C (2-amino-4-methoxy-6-methylpyrimidine), resultant mixture, CC(C)O (2-propanol). Solvent: C(Cl)Cl (methylene chloride). The product is COC1=NC(=NC(=C1)C)NC(=O)NS(=O)(=O)C=1C=C(C=CC1)NC(OC(C)C)=O ((1-Methylethyl) [3-[[(4-methoxy-6-methylpyrimidin-2-yl)aminocarbonyl]aminosulfonyl]phenyl]carbamate). Reaction SMILES: [N:1]([C:4]1[CH:5]=[C:6]([S:10]([N:13]=[C:14]=[O:15])(=[O:12])=[O:11])[CH:7]=[CH:8][CH:9]=1)=[C:2]=[O:3].[NH2:16][C:17]1[N:22]=[C:21]([O:23][CH3:24])[CH:20]=[C:19]([CH3:25])[N:18]=1.[CH3:26][CH:27]([OH:29])[CH3:28]>C(Cl)Cl>[CH3:24][O:23][C:21]1[CH:20]=[C:19]([CH3:25])[N:18]=[C:17]([NH:16][C:14]([NH:13][S:10]([C:6]2[CH:5]=[C:4]([NH:1][C:2](=[O:3])[O:29][CH:27]([CH3:28])[CH3:26])[CH:9]=[CH:8][CH:7]=2)(=[O:11])=[O:12])=[O:15])[N:22]=1. Procedure details: To an anhydrous solutiion o 2.3 g of m-isocyanatobenzenesulfonyl isocyanate in 50 ml of methylene chloride was added in small portions 1.4 g of 2-amino-4-methoxy-6-methylpyrimidine. Efficient stirring was maintained during the addition and for three additional hours. The intermediate thus obtained, 3-isocyanato-N-[(4-methoxy-6-methylpyrimidin-2-yl)aminocarbonyl]benenesulfonamide, was reacted further by adding one gram of 2-propanol and stirring the resultant mixture for an additional sixteen hou... The reactants are O=C([O-])[O-], COc1ccccc1NCN1C(=O)CSC1=O, ClC(Cl)Cl, O=C(Cl)CCl, [K+], [K+]. The product is COc1ccccc1N(CN1C(=O)CSC1=O)C(=O)CCl. RXN SMILES: [C:1](=[O:2])([O-:3])[O-:4].[CH3:7][O:8][c:9]1[c:10]([NH:15][CH2:16][N:17]2[C:18](=[O:23])[S:19][CH2:20][C:21]2=[O:22])[cH:11][cH:12][cH:13][cH:14]1.[CH:29]([Cl:30])([Cl:31])[Cl:32].[Cl:24][CH2:25][C:26](=[O:27])[Cl:28].[K+:5].[K+:6]>>[CH3:7][O:8][c:9]1[c:10]([N:15]([CH2:16][N:17]2[C:18](=[O:23])[S:19][CH2:20][C:21]2=[O:22])[C:26]([CH2:25][Cl:24])=[O:27])[cH:11][cH:12][cH:13][cH:14]1. Solvent: CN(C=O)C (N,N-dimethylformamide). Reactants: C(O)([O-])=O.[Na+] (sodium hydrogen carbonate), N1CCOCC1 (Morpholine), C(C)OC(=O)N1[C@@H](C[C@@H](C2=NC(=CC=C12)OC)NC1=NC=C(C(=N1)CC1=CC(=CC(=C1)C(F)(F)F)C(F)(F)F)CBr)CC ((2R*,4S*)-4-{[3,5-Bis(trifluoromethyl)benzyl]-[5-(bromomethyl)pyrimidin-2-yl]}amino-2-ethyl-6-methoxy-3,4-dihydro-2H-[1,5]naphthyridine-1-carboxylic acid ethyl ester), [H-].[Na+] (sodium hydride). Run at time 30 minute. As a reaction SMILES: [NH:1]1[CH2:6][CH2:5][O:4][CH2:3][CH2:2]1.[H-].[Na+].[CH2:9]([O:11][C:12]([N:14]1[C:23]2[C:18](=[N:19][C:20]([O:24][CH3:25])=[CH:21][CH:22]=2)[C@@H:17]([NH:26][C:27]2[N:32]=[C:31]([CH2:33][C:34]3[CH:39]=[C:38]([C:40]([F:43])([F:42])[F:41])[CH:37]=[C:36]([C:44]([F:47])([F:46])[F:45])[CH:35]=3)[C:30]([CH2:48]Br)=[CH:29][N:28]=2)[CH2:16][C@H:15]1[CH2:50][CH3:51])=[O:13])[CH3:10].C(=O)([O-])O.[Na+]>CN(C)C=O>[CH2:9]([O:11][C:12]([N:14]1[C:23]2[C:18](=[N:19][C:20]([O:24][CH3:25])=[CH:21][CH:22]=2)[C@@H:17]([NH:26][C:27]2[N:32]=[C:31]([CH2:33][C:34]3[CH:39]=[C:38]([C:40]([F:41])([F:42])[F:43])[CH:37]=[C:36]([C:44]([F:45])([F:46])[F:47])[CH:35]=3)[C:30]([CH2:48][N:1]3[CH2:6][CH2:5][O:4][CH2:3][CH2:2]3)=[CH:29][N:28]=2)[CH2:16][C@H:15]1[CH2:50][CH3:51])=[O:13])[CH3:10] |f:1.2,4.5|. Product: C(C)OC(=O)N1[C@@H](C[C@@H](C2=NC(=CC=C12)OC)NC1=NC=C(C(=N1)CC1=CC(=CC(=C1)C(F)(F)F)C(F)(F)F)CN1CCOCC1)CC ((2R*,4S*)-4-([3,5-bis(trifluoromethyl)benzyl]-{5-[(morpholin-4-yl)methyl]pyrimidin-2-yl})amino-2-ethyl-6-methoxy-3,4-dihydro-2H-[1,5]naphthyridine-1-carboxylic acid ethyl ester). Procedure: Morpholine (0.02 ml) is dissolved in N,N-dimethylformamide (2 ml), then thereto is added sodium hydride (9 mg) under ice-cooling, and the mixture is stirred for 30 minutes. (2R*,4S*)-4-{[3,5-Bis(trifluoromethyl)benzyl]-[5-(bromomethyl)pyrimidin-2-yl]}amino-2-ethyl-6-methoxy-3,4-dihydro-2H-[1,5]naphthyridine-1-carboxylic acid ethyl ester (112 mg) is added to the reaction solution under ice-cooling, and the mixture is stirred at room temperature for 1 hour and 30 minutes. A saturated aqueous sodiu... Yields the product CC(C)n1cnc2c(Cl)nc(F)nc21. As a reaction SMILES: [C:12](=[O:13])([O-:14])[O-:15].[CH:18]([CH3:19])([CH3:20])[I:21].[F:1][c:2]1[n:3][c:4]([Cl:11])[c:5]2[nH:6][cH:7][n:8][c:9]2[n:10]1.[K+:16].[K+:17].[O:22]=[CH:23][N:24]([CH3:25])[CH3:26]>>[F:1][c:2]1[n:3][c:4]([Cl:11])[c:5]2[n:6][cH:7][n:8]([CH:18]([CH3:19])[CH3:20])[c:9]2[n:10]1. Starting materials: O=C([O-])[O-], CC(C)I, Fc1nc(Cl)c2[nH]cnc2n1, [K+], [K+], CN(C)C=O. Reactants: C(C)C1C(CC(C(C(OC(C2CCCCN2C(C(C2(C(CC(C(C(CC(CC(=C1)C)C)OC)O2)OC)C)O)=O)=O)=O)C(=CC2CC(C(CC2)O)O)C)C)O[Si](C(C)C)(C(C)C)C(C)C)=O (17-ethyl-1-hydroxy-14-triisopropylsilyloxy-12-[2'-(3",4"-di-hydroxycyclohexyl)-1'-methylvinyl]-23,25-dimethoxy-13,19,21,27-tetramethyl-11,28-dioxa-4-azatricyclo[22.3.1.04,9 ]octacos-18-ene-2,3,10,16-tetraone), CN(C=O)C (dimethylformamide), N1C=NC=C1 (imidazole), [Si](C)(C)(C(C)(C)C)Cl (t-butyldimethylsilyl chloride). Solvent: C(Cl)Cl (methylene chloride), O (water). Reaction conditions: time 16 hour. The product is C(C)C1C(CC(C(C(OC(C2CCCCN2C(C(C2(C(CC(C(C(CC(CC(=C1)C)C)OC)O2)OC)C)O)=O)=O)=O)C(=CC2CC(C(CC2)O)O[Si](C)(C)C(C)(C)C)C)C)O[Si](C(C)C)(C(C)C)C(C)C)=O (17-Ethyl-1-hydroxy-14-triisopropylsilyloxy-12-[2'-(3"-t-butyldimethylsilyloxy-4"-hydroxycyclohexyl)-1'-methylvinyl]-23,25-dimethoxy-13,19,21,27-tetramethyl-11,28-dioxa-4-azatricyclo[22.3.1.04,9 ]-octacos-18-ene-2,3,10,16-tetraone), COC1CC(CC(=CCC(CCC(COC(C2CCCCN2C(C(C2C(CC(C1O2)OC)C)=O)=O)=O)C)=O)C)C (23,25-dimethoxy-13,19,21,27-tetramethyl-11,28-dioxa-4-azatricyclo[22.3.1.04,9 ]octacos-18-ene-2,3,10,16-tetraone), C(C)C1C(CC(C(C(OC(C2CCCCN2C(C(C2(C(CC(C(C(CC(CC(=C1)C)C)OC)O2)OC)C)O)=O)=O)=O)C(=CC2CC(C(CC2)O[Si](C)(C)C(C)(C)C)O)C)C)O[Si](C(C)C)(C(C)C)C(C)C)=O (17-ethyl-1-hydroxy-14-triisopropylsilyloxy-12-[2'-(3"-hydroxy-4"-t-butyldimethylsilyloxycyclohexyl)-1'-methylvinyl]23,25-dimethoxy-13,19,21,27-tetramethyl-11,28-dioxa-4-azatricyclo[22.3.1.04,9 ]octacos-18-ene-2,3,10,16-tetraone). The yield is 17.0%. Reaction SMILES: [CH2:1]([CH:3]1[CH:29]=[C:28]([CH3:30])[CH2:27][CH:26]([CH3:31])[CH2:25][CH:24]([O:32][CH3:33])[CH:23]2[O:34][C:19]([OH:38])([CH:20]([CH3:37])[CH2:21][CH:22]2[O:35][CH3:36])[C:18](=[O:39])[C:17](=[O:40])[N:16]2[CH:11]([CH2:12][CH2:13][CH2:14][CH2:15]2)[C:10](=[O:41])[O:9][CH:8]([C:42]([CH3:52])=[CH:43][CH:44]2[CH2:49][CH2:48][CH:47]([OH:50])[CH:46]([OH:51])[CH2:45]2)[CH:7]([CH3:53])[CH:6]([O:54][Si:55]([CH:62]([CH3:64])[CH3:63])([CH:59]([CH3:61])[CH3:60])[CH:56]([CH3:58])[CH3:57])[CH2:5][C:4]1=[O:65])[CH3:2].CN(C)C=O.N1C=CN=C1.[Si:76](Cl)([C:79]([CH3:82])([CH3:81])[CH3:80])([CH3:78])[CH3:77]>O.C(Cl)Cl>[CH2:1]([CH:3]1[CH:29]=[C:28]([CH3:30])[CH2:27][CH:26]([CH3:31])[CH2:25][CH:24]([O:32][CH3:33])[CH:23]2[O:34][C:19]([OH:38])([CH:20]([CH3:37])[CH2:21][CH:22]2[O:35][CH3:36])[C:18](=[O:39])[C:17](=[O:40])[N:16]2[CH:11]([CH2:12][CH2:13][CH2:14][CH2:15]2)[C:10](=[O:41])[O:9][CH:8]([C:42]([CH3:52])=[CH:43][CH:44]2[CH2:49][CH2:48][CH:47]([OH:50])[CH:46]([O:51][Si:76]([C:79]([CH3:82])([CH3:81])[CH3:80])([CH3:78])[CH3:77])[CH2:45]2)[CH:7]([CH3:53])[CH:6]([O:54][Si:55]([CH:59]([CH3:61])[CH3:60])([CH:56]([CH3:58])[CH3:57])[CH:62]([CH3:64])[CH3:63])[CH2:5][C:4]1=[O:65])[CH3:2].[CH3:33][O:32][CH:24]1[CH:23]2[O:34][CH:19]([CH:20]([CH3:37])[CH2:21][CH:22]2[O:35][CH3:36])[C:18](=[O:39])[C:17](=[O:40])[N:16]2[CH:11]([CH2:12][CH2:13][CH2:14][CH2:15]2)[C:10](=[O:41])[O:9][CH2:8][CH:7]([CH3:53])[CH2:6][CH2:5][C:4](=[O:65])[CH2:3][CH:29]=[C:28]([CH3:30])[CH2:27][CH:26]([CH3:31])[CH2:25]1.[CH2:1]([CH:3]1[CH:29]=[C:28]([CH3:30])[CH2:27][CH:26]([CH3:31])[CH2:25][CH:24]([O:32][CH3:33])[CH:23]2[O:34][C:19]([OH:38])([CH:20]([CH3:37])[CH2:21][CH:22]2[O:35][CH3:36])[C:18](=[O:39])[C:17](=[O:40])[N:16]2[CH:11]([CH2:12][CH2:13][CH2:14][CH2:15]2)[C:10](=[O:41])[O:9][CH:8]([C:42]([CH3:52])=[CH:43][CH:44]2[CH2:49][CH2:48][CH:47]([O:50][Si:76]([C:79]([CH3:82])([CH3:81])[CH3:80])([CH3:78])[CH3:77])[CH:46]([OH:51])[CH2:45]2)[CH:7]([CH3:53])[CH:6]([O:54][Si:55]([CH:59]([CH3:61])[CH3:60])([CH:56]([CH3:58])[CH3:57])[CH:62]([CH3:64])[CH3:63])[CH2:5][C:4]1=[O:65])[CH3:2]. Procedure details: A solution of 17-ethyl-1-hydroxy-14-triisopropylsilyloxy-12-[2'-(3",4"-di-hydroxycyclohexyl)-1'-methylvinyl]-23,25-dimethoxy-13,19,21,27-tetramethyl-11,28-dioxa-4-azatricyclo[22.3.1.04,9 ]octacos-18-ene-2,3,10,16-tetraone (80.9 gm, 8.65 mmol) in mixture of dimethylformamide (60 ml) and methylene chloride (30 ml) and imidazole (1.77 g) under N2 atmosphere was treated with t-butyldimethylsilyl chloride 1.74 g 11.55 mol). After stirring at RT for 16 hrs, the reaction mixture was poured into water (...